describe an organic reaction: reactants, conditions, products, and yield From a dataset of the Open Reaction Database (ORD), a public repository of structured organic reaction records. Reactants: COC1=C(C(=CC=C1)OC)SC (1,3-dimethoxy-2-methylsulfanylbenzene), B(Br)(Br)Br (BBr3), O (Water). The solvent is C(Cl)Cl (methylene chloride). The product is CSC1=C(C=CC=C1O)O (2-Methylsulfanylbenzene-1,3-diol). RXN SMILES: C[O:2][C:3]1[CH:8]=[CH:7][CH:6]=[C:5]([O:9]C)[C:4]=1[S:11][CH3:12].B(Br)(Br)Br.O>C(Cl)Cl>[CH3:12][S:11][C:4]1[C:5]([OH:9])=[CH:6][CH:7]=[CH:8][C:3]=1[OH:2]. Procedure details: To a solution of 1,3-dimethoxy-2-methylsulfanylbenzene (2.8 g, 15 mmol) in methylene chloride (40 mL) is added BBr3 (30 mL, 30 mmol, 1M in methylene chloride) and the mixture is stirred at RT for 18 h. Water is added and the organic phase is washed with water and brine then is dried over sodium sulfate. The solvent is removed under reduced pressure to give the title compound as a pink solid. Conditions: time 18 hour. Reactants: ice, NC1=C(C=CC=C1)NC[C@@H](C(=O)O)NC(=O)OC(C)(C)C ((S)-3-(2-amino-phenylamino)-2-tert-butoxycarbonylamino-propionic acid), CCN=C=NCCCN(C)C.Cl (EDCI.HCl), C=1C=CC2=C(C1)N=NN2O (HOBT), CCN(C(C)C)C(C)C (DIPEA). The solvent is CN(C)C=O (DMF), C(C)(=O)OCC (ethyl acetate). Conditions: time 16 hour. Product: C(C)(C)(C)OC(N[C@H]1CNC2=C(NC1=O)C=CC=C2)=O (((S)-2-Oxo-2,3,4,5-tetrahydro-1H-benzo[b][1,4]diazepin-3-yl)-carbamic acid tert-butyl ester). Yield: 77.2%. As a reaction SMILES: [NH2:1][C:2]1[CH:7]=[CH:6][CH:5]=[CH:4][C:3]=1[NH:8][CH2:9][C@H:10]([NH:14][C:15]([O:17][C:18]([CH3:21])([CH3:20])[CH3:19])=[O:16])[C:11](O)=[O:12].CCN=C=NCCCN(C)C.Cl.C1C=CC2N(O)N=NC=2C=1.CCN(C(C)C)C(C)C>CN(C=O)C.C(OCC)(=O)C>[C:18]([O:17][C:15](=[O:16])[NH:14][C@@H:10]1[C:11](=[O:12])[NH:1][C:2]2[CH:7]=[CH:6][CH:5]=[CH:4][C:3]=2[NH:8][CH2:9]1)([CH3:21])([CH3:20])[CH3:19] |f:1.2|. Reported procedure: To an ice cold solution of (S)-3-(2-amino-phenylamino)-2-tert-butoxycarbonylamino-propionic acid (4 g, 13.54 mmol) in DMF (40 mL) was added EDCI.HCl (2.86 g, 14.89 mmol), HOBT (2.01 g, 14.89 mmol) and DIPEA (7.19 mL, 40.63 mmol). The resulting mixture was stirred for 16 h at RT. The mixture was diluted with ethyl acetate and washed with water and brine. The organic layer was concentrated and the resulting material was purified by silica gel chromatography using to afford the title compound (2.9 ...